This data is from the Open Reaction Database (ORD), a public repository of structured organic reaction records. The task is: describe an organic reaction: reactants, conditions, products, and yield The reactants are NNC(=S)N (thiosemicarbazide), C(=O)OCC (ethyl formate), C(C)(C)NC(C)C (diisopropylamine), solution, C(CCC)[Li] (n-butyllithium), C(#N)CC(CC)CC (1-cyano-2-ethylbutane). Run in O (water), C(C)O (ethanol), O (water), C(C)(=O)O (acetic acid), C1CCOC1 (THF), hexanes, C1CCOC1 (THF). Run at temperature 0 celsius, time 10 minute. Yields the product NC1=CC=NN1C(N)=S (5-amino-1-thiocarbamoylpyrazole). Isolated yield 122.4%. RXN SMILES: C(NC(C)C)(C)C.C([Li])CCC.[C:13]([CH2:15][CH:16](CC)CC)#[N:14].C(OCC)=O.[NH2:26][NH:27][C:28]([NH2:30])=[S:29]>C1COCC1.C(O)C.O.C(O)(=O)C>[NH2:14][C:13]1[N:27]([C:28](=[S:29])[NH2:30])[N:26]=[CH:16][CH:15]=1. Reported procedure: To a stirring solution of diisopropylamine (3.72 mL, 28.35 mmol) in anhydrous THF (75 mL) at −78° C. was added 11.4 mL of a 2.5M solution of n-butyllithium in hexanes. The solution was allowed to warm to 0° C., then cooled back down to −78° C. A solution of 1-cyano-2-ethylbutane (3 g, 27 mmol) in anhydrous THF (15 mL) was added to the cooled solution. After stirring for 10 min., ethyl formate (2.7 mL, 32.4 mmol) was added and the resulting reaction mixture was stirred at −78° C. for 1 h, then al...